This data is from the Open Reaction Database (ORD), a public repository of structured organic reaction records. The task is: describe an organic reaction: reactants, conditions, products, and yield Run in C1(=CC=CC=C1)C (toluene), C(Cl)Cl (DCM), O (Water). Run at temperature 95 celsius, time 45 minute. The yield is 84.9%. Procedure: A mixture of (R)-2,3-dihydrobenzo[1,4]dioxine-2-carboxylic acid (167 mg, 0.93 mmol), thionyl chloride (338 μl, 551 mg, 4.63 mmol) and dry toluene was heated at 95° C. for 1.5 h and then evaporated to dryness. Toluene was added and the evaporation was repeated. The evaporation residue was dissolved in DCM (2 ml) and added slowly to a cold solution (0° C.) of 3-benzo[1,3]dioxol-5-yl-piperidine HCl (224 mg, 0.93 mmol) and DIPEA (0.324 ml, 240 mg, 1.85 mmol) in DCM (5 ml). The reaction mixture was s... As a reaction SMILES: [O:1]1[C:6]2[CH:7]=[CH:8][CH:9]=[CH:10][C:5]=2[O:4][CH2:3][C@@H:2]1[C:11]([OH:13])=O.S(Cl)(Cl)=O.Cl.[O:19]1[C:23]2[CH:24]=[CH:25][C:26]([CH:28]3[CH2:33][CH2:32][CH2:31][NH:30][CH2:29]3)=[CH:27][C:22]=2[O:21][CH2:20]1.CCN(C(C)C)C(C)C>C(Cl)Cl.O.C1(C)C=CC=CC=1>[O:19]1[C:23]2[CH:24]=[CH:25][C:26]([CH:28]3[CH2:33][CH2:32][CH2:31][N:30]([C:11]([C@@H:2]4[O:1][C:6]5[CH:7]=[CH:8][CH:9]=[CH:10][C:5]=5[O:4][CH2:3]4)=[O:13])[CH2:29]3)=[CH:27][C:22]=2[O:21][CH2:20]1 |f:2.3|. The reactants are O1[C@H](COC2=C1C=CC=C2)C(=O)O ((R)-2,3-dihydrobenzo[1,4]dioxine-2-carboxylic acid), S(=O)(Cl)Cl (thionyl chloride), Cl.O1COC2=C1C=CC(=C2)C2CNCCC2 (3-benzo[1,3]dioxol-5-yl-piperidine HCl), CCN(C(C)C)C(C)C (DIPEA). The product is O1COC2=C1C=CC(=C2)C2CN(CCC2)C(=O)[C@H]2COC1=C(O2)C=CC=C1 (3-Benzo[1,3]dioxol-5-ylpiperidin-1-yl-(R)-2,3-dihydrobenzo[1,4]dioxin-2-ylmethanone). The reactants are CCOc1ccc(SC(c2cnc(Br)cc2C)c2cc(F)ccc2F)cc1, [Li]CCCC, CCCCCC, CN(C)C=O, Cc1ccccc1, CCOC(C)=O, O. Yields the product CCOc1ccc(SC(c2cnc(C=O)cc2C)c2cc(F)ccc2F)cc1. Reaction SMILES: [Br:1][c:2]1[n:3][cH:4][c:5]([CH:9]([S:10][c:11]2[cH:12][cH:13][c:14]([O:17][CH2:18][CH3:19])[cH:15][cH:16]2)[c:20]2[c:21]([F:27])[cH:22][cH:23][c:24]([F:26])[cH:25]2)[c:6]([CH3:8])[cH:7]1.[CH2:34]([Li:35])[CH2:36][CH2:37][CH3:38].[CH3:28][CH2:29][CH2:30][CH2:31][CH2:32][CH3:33].[CH3:39][N:40]([CH:41]=[O:42])[CH3:43].[CH3:44][c:45]1[cH:46][cH:47][cH:48][cH:49][cH:50]1.[CH3:51][CH2:52][O:53][C:54](=[O:55])[CH3:56].[OH2:57]>>[c:2]1([CH:41]=[O:42])[n:3][cH:4][c:5]([CH:9]([S:10][c:11]2[cH:12][cH:13][c:14]([O:17][CH2:18][CH3:19])[cH:15][cH:16]2)[c:20]2[c:21]([F:27])[cH:22][cH:23][c:24]([F:26])[cH:25]2)[c:6]([CH3:8])[cH:7]1. The reactants are [OH-].[Na+] (NaOH), OO (H2O2), Cl (HCl), C(C=C)OC1=CC=C(C=C1)SC(C(=O)NC1CCCCC1)(C)C (2-{[4-(Allyloxy)phenyl]thio}-N-cyclohexyl-2-methylpropanamide), B1C2CCCC1CCC2 (9-BBN). Run in C(C)O (ethanol), C1CCOC1 (THF), C(Cl)Cl (CH2Cl2), O (Water). Run at time 18 hour. Yields the product C1(CCCCC1)NC(C(C)(C)SC1=CC=C(C=C1)OCCCO)=O (N-Cyclohexyl-2-{[4-(3-hydroxypropoxy)phenyl]thio}-2-methylpropanamide). Reaction SMILES: [CH2:1]([O:4][C:5]1[CH:10]=[CH:9][C:8]([S:11][C:12]([CH3:23])([CH3:22])[C:13]([NH:15][CH:16]2[CH2:21][CH2:20][CH2:19][CH2:18][CH2:17]2)=[O:14])=[CH:7][CH:6]=1)[CH:2]=[CH2:3].B1C2CCCC1CCC2.[OH-:33].[Na+].OO.Cl>C1COCC1.C(Cl)Cl.O.C(O)C>[CH:16]1([NH:15][C:13](=[O:14])[C:12]([S:11][C:8]2[CH:7]=[CH:6][C:5]([O:4][CH2:1][CH2:2][CH2:3][OH:33])=[CH:10][CH:9]=2)([CH3:23])[CH3:22])[CH2:21][CH2:20][CH2:19][CH2:18][CH2:17]1 |f:2.3|. Reported procedure: 2-{[4-(Allyloxy)phenyl]thio}-N-cyclohexyl-2-methylpropanamide was dissolved in THF and treated with 9-BBN at rt under N2. After stirring at rt for 18 h, ethanol, 1N NaOH and a 30% H2O2 solution were added successively to the reaction mixture. After stirring for a few hours, the reaction mixture was acidified with 1N HCl to pH 2. Water and CH2Cl2 were added and the layers were separated. The organic layer was dried over MgSO4, filtered and concentrated. The residue was purified by flash chromatog... Starting materials: C1(=CC=CC=C1)P(C1=CC=CC=C1)C1=CC=CC=C1 (triphenylphosphine), CC1(C=2CC(CC2C(CC1)(C)C)(C=O)CCCCC)C (4,4,7,7-tetramethyl-2-pentyl-2,3,4,5,6,7-hexahydro-1H-indene-2-carbaldehyde), C([O-])(O)=O.[Na+] (sodium bicarbonate), C(Br)(Br)(Br)Br (carbon tetrabromide). Solvent: C(Cl)Cl (methylene chloride), C(Cl)Cl (methylene chloride), C(Cl)Cl (methylene chloride). Run at temperature 0 celsius, time 15 minute. The product is BrC(=CC1(CC=2C(CCC(C2C1)(C)C)(C)C)CCCCC)Br (2-(2,2-dibromo-vinyl)-4,4,7,7-tetramethyl-2-pentyl-2,3,4,5,6,7-hexahydro-1H-indene). RXN SMILES: [C:1]([Br:5])(Br)(Br)[Br:2].C1(P(C2C=CC=CC=2)C2C=CC=CC=2)C=CC=CC=1.[CH3:25][C:26]1([CH3:44])[CH2:34][CH2:33][C:32]([CH3:36])([CH3:35])[C:31]2[CH2:30][C:29]([CH2:39][CH2:40][CH2:41][CH2:42][CH3:43])([CH:37]=O)[CH2:28][C:27]1=2.C(=O)(O)[O-].[Na+]>C(Cl)Cl>[Br:2][C:1]([Br:5])=[CH:37][C:29]1([CH2:39][CH2:40][CH2:41][CH2:42][CH3:43])[CH2:28][C:27]2[C:26]([CH3:25])([CH3:44])[CH2:34][CH2:33][C:32]([CH3:36])([CH3:35])[C:31]=2[CH2:30]1 |f:3.4|. Procedure details: 4.9 g of carbon tetrabromide were dissolved in 75 ml of methylene chloride and treated dropwise with a solution of 7.7 g of triphenylphosphine in 80 ml of methylene chloride at a temperature of −20° C. The slightly orange solution was stirred at 0° C. for 15 minutes, then treated with a solution of 2 g of 4,4,7,7-tetramethyl-2-pentyl-2,3,4,5,6,7-hexahydro-1H-indene-2-carbaldehyde in 20 ml of methylene chloride. The reaction mixture was stirred at room temperature for 2 hours, then poured on ice/... The reactants are CN1CCC(N)CC1, CCN=C=NCCCN(C)C, CCOC(C)=O, COc1cc(C(=O)O)ccc1Nc1ncc2c(n1)N(C1CCCC1)CC(F)(F)C(=O)N2C, CCN(C(C)C)C(C)C, CN(C)C=O, O, On1nnc2ccccc21. The product is COc1cc(C(=O)NC2CCN(C)CC2)ccc1Nc1ncc2c(n1)N(C1CCCC1)CC(F)(F)C(=O)N2C. As a reaction SMILES: [CH3:33][N:34]1[CH2:35][CH2:36][CH:37]([NH2:40])[CH2:38][CH2:39]1.[CH3:60][CH2:61][N:62]=[C:63]=[N:64][CH2:65][CH2:66][CH2:67][N:68]([CH3:69])[CH3:70].[CH3:76][CH2:77][O:78][C:79](=[O:80])[CH3:81].[CH:1]1([N:6]2[c:7]3[c:8]([cH:17][n:18][c:19]([NH:21][c:22]4[c:23]([O:31][CH3:32])[cH:24][c:25]([C:26](=[O:27])[OH:28])[cH:29][cH:30]4)[n:20]3)[N:9]([CH3:16])[C:10](=[O:15])[C:11]([F:13])([F:14])[CH2:12]2)[CH2:2][CH2:3][CH2:4][CH2:5]1.[CH:51]([N:52]([CH:53]([CH3:54])[CH3:55])[CH2:56][CH3:57])([CH3:58])[CH3:59].[O:71]=[CH:72][N:73]([CH3:74])[CH3:75].[OH2:82].[OH:41][n:42]1[c:43]2[c:44]([cH:45][cH:46][cH:47][cH:48]2)[n:49][n:50]1>>[CH:1]1([N:6]2[c:7]3[c:8]([cH:17][n:18][c:19]([NH:21][c:22]4[c:23]([O:31][CH3:32])[cH:24][c:25]([C:26](=[O:27])[NH:40][CH:37]5[CH2:36][CH2:35][N:34]([CH3:33])[CH2:39][CH2:38]5)[cH:29][cH:30]4)[n:20]3)[N:9]([CH3:16])[C:10](=[O:15])[C:11]([F:13])([F:14])[CH2:12]2)[CH2:2][CH2:3][CH2:4][CH2:5]1. Reactants: CN1CCC(=O)CC1, CC(=O)O, Cl, CCCCCc1cc(O)cc(O)c1. Yields the product Cl, CCCCCc1cc(O)c(C2=CCN(C)CC2)c(O)c1. As a reaction SMILES: [CH3:14][N:15]1[CH2:16][CH2:17][C:18](=[O:21])[CH2:19][CH2:20]1.[CH3:23][C:24](=[O:25])[OH:26].[ClH:22].[c:1]1([OH:13])[cH:2][c:3]([OH:4])[cH:5][c:6]([CH2:7][CH2:8][CH2:9][CH2:10][CH3:11])[cH:12]1>>[ClH:22].[c:1]1([OH:13])[c:2]([C:18]2=[CH:17][CH2:16][N:15]([CH3:14])[CH2:20][CH2:19]2)[c:3]([OH:4])[cH:5][c:6]([CH2:7][CH2:8][CH2:9][CH2:10][CH3:11])[cH:12]1. The reactants are C=CCc1ccc(Nc2c(C(=O)O)ccc(F)c2F)c(F)c1, CO, NOCCO. Yields the product C=CCc1ccc(Nc2c(C(=O)NOCCO)ccc(F)c2F)c(F)c1. RXN SMILES: [CH2:1]([CH:2]=[CH2:3])[c:4]1[cH:5][c:6]([F:22])[c:7]([NH:8][c:9]2[c:10]([C:11](=[O:12])[OH:13])[cH:14][cH:15][c:16]([F:19])[c:17]2[F:18])[cH:20][cH:21]1.[CH3:28][OH:29].[NH2:23][O:24][CH2:25][CH2:26][OH:27]>>[CH2:1]([CH:2]=[CH2:3])[c:4]1[cH:5][c:6]([F:22])[c:7]([NH:8][c:9]2[c:10]([C:11](=[O:13])[NH:23][O:24][CH2:25][CH2:26][OH:27])[cH:14][cH:15][c:16]([F:19])[c:17]2[F:18])[cH:20][cH:21]1. RXN SMILES: [O:1]1[CH2:6][CH2:5]OCC1.[OH-:7].[Na+].[CH3:9][N:10]([CH3:27])[CH2:11][CH2:12][N:13]([CH3:26])[C:14]1[CH:21]=[CH:20]C(C#N)=[CH:16][C:15]=1[C:22]([F:25])([F:24])[F:23]>O>[CH3:9][N:10]([CH3:27])[CH2:11][CH2:12][N:13]([CH3:26])[C:14]1[CH:21]=[CH:20][C:5]([C:6]([OH:1])=[O:7])=[CH:16][C:15]=1[C:22]([F:25])([F:24])[F:23] |f:1.2|. Procedure: A mixture consisting of 25 mL dioxane, 12.5 mL water and 9.4 mL 2M aqueous sodium hydroxide solution is added to 4-[[2-(dimethylamino)ethyl]methylamino]-3-(trifluoromethyl)-benzonitrile (1.35 g, 5 mmol) and the reaction mixture shaken in for 16 hours at 95° C. After cooling, the mixture is evaporated is evaporated to dryness under reduced pressure. The resulting residue is treated with water, the pH adjusted to ˜5 with 1M hydrochloric acid and the mixture evaporated to dryness under reduced pres... Run in O (water). The product is CN(CCN(C1=C(C=C(C(=O)O)C=C1)C(F)(F)F)C)C (4-[[2-(Dimethylamino)ethyl]methylamino]-3-(trifluoromethyl)-benzoic acid). Conditions: temperature 95 celsius, time 16 hour. The reactants are O1CCOCC1 (dioxane), [OH-].[Na+] (sodium hydroxide), CN(CCN(C1=C(C=C(C#N)C=C1)C(F)(F)F)C)C (4-[[2-(dimethylamino)ethyl]methylamino]-3-(trifluoromethyl)-benzonitrile). Starting materials: C(C(=O)Cl)(=O)Cl (oxalyl chloride), CC1=CC(=CC=2C3=CC=CC=C3NC12)C(=O)O (1-methylcarbazole-3-carboxylic acid), C(C)(=O)O (Acetic acid), C(O)([O-])=O.[Na+] (sodium hydrogencarbonate). Reagents/catalysts: CN(C=O)C (N,N-dimethylformamide). Run in C(Cl)Cl (methylene chloride). Reaction conditions: time 2 hour. Product: CC1=CC(=CC=2C3=CC=CC=C3NC12)CC(=O)OC (Methyl (1-methylcarbazol-3-yl)acetate). As a reaction SMILES: [C:1](Cl)(=[O:5])C(Cl)=O.[CH3:7][C:8]1[C:20]2[NH:19][C:18]3[C:13](=[CH:14][CH:15]=[CH:16][CH:17]=3)[C:12]=2[CH:11]=[C:10]([C:21](O)=O)[CH:9]=1.[C:24](O)(=[O:26])C.C(=O)([O-])O.[Na+]>C(Cl)Cl.CN(C)C=O>[CH3:7][C:8]1[C:20]2[NH:19][C:18]3[C:13](=[CH:14][CH:15]=[CH:16][CH:17]=3)[C:12]=2[CH:11]=[C:10]([CH2:21][C:24]([O:5][CH3:1])=[O:26])[CH:9]=1 |f:3.4|. Reported procedure: 73 mg of oxalyl chloride was added, with ice-cooling, to a solution of 92 mg of 1-methylcarbazole-3-carboxylic acid, as obtained in Example 27, in 5 ml of methylene chloride. One drop of N,N-dimethylformamide was then added to the reaction mixture, which was next warmed to room temperature, stirred for 2 hours, and then concentrated by evaporation under reduced pressure. 10 ml of diethyl ether and an excess of a solution of diazomethane in diethyl ether were added to the residue thus obtained, a... Reported procedure: Lithium sulfide (Li2S) and phosphorus pentasulfide (P2S5) were used as a starting material. These powders were weighed in a glove box under an Ar atmosphere (dew point: −70° C.) so as to become a molar ratio of 73.5Li2S.26.5P2S5, and mixed by an agate mortar to obtain a raw material composition of 1 g (Li2S=0.3644 g, P2S5=0.6356 g). Next, 1 g of the obtained raw material composition was projected into a 45-ml zirconia pot, and zirconia ball (φ=10 mm, 10 pieces) was further projected thereinto to... The reactants are [S-2].[Li+].[Li+] (Lithium sulfide), P12(=S)SP3(=S)SP(=S)(S1)SP(=S)(S2)S3 (phosphorus pentasulfide). RXN SMILES: [S-2:1].[Li+:2].[Li+:3].[P:4]12([S:16][P:14]3([S:17][P:7]([S:9][P:10]([S:13]3)([S:12]1)=[S:11])(=[S:8])[S:6]2)=[S:15])=[S:5]>>[S:1]([Li:3])[Li:2].[P:4]12([S:6][P:7]3([S:9][P:10]([S:13][P:14]([S:17]3)([S:16]1)=[S:15])(=[S:11])[S:12]2)=[S:8])=[S:5] |f:0.1.2|. Yields the product S([Li])[Li] (Li2S), P12(=S)SP3(=S)SP(=S)(S1)SP(=S)(S2)S3 (P2S5).